This data is from the Open Reaction Database (ORD), a public repository of structured organic reaction records. The task is: describe an organic reaction: reactants, conditions, products, and yield Starting materials: FC1=NC=CC=C1C1=NC(=NC(=N1)C)N(CC1=CC=C(C=C1)OC)CC1=CC=C(C=C1)OC (4-(2-Fluoropyridin-3-yl)-N,N-bis(4-methoxybenzyl)-6-methyl-1,3,5-triazin-2-amine), COC1=CC=C(COC2=NC=CC(=C2)N)C=C1 (2-(4-methoxybenzyloxy)pyridin-4-amine), C[Si](C)(C)[N-][Si](C)(C)C.[Li+] (Lithium bis(trimethylsilyl)amide), solution. Solvent: C1CCOC1 (THF), O1CCCC1 (tetrahydrofuran). Run at temperature 0 celsius, time 30 minute. Yields the product COC1=CC=C(CN(C2=NC(=NC(=N2)C=2C(=NC=CC2)NC2=CC(=NC=C2)OCC2=CC=C(C=C2)OC)C)CC2=CC=C(C=C2)OC)C=C1 (N,N-Bis(4-Methoxybenzyl)-4-(2-(2-(4-Methoxybenzyloxy)Pyridin-4-Ylamino)Pyridin-3-yl)-6-Methyl-1,3,5-Triazin-2-Amine). The yield is 66.7%. Reaction SMILES: [CH3:1][O:2][C:3]1[CH:17]=[CH:16][C:6]([CH2:7][O:8][C:9]2[CH:14]=[C:13]([NH2:15])[CH:12]=[CH:11][N:10]=2)=[CH:5][CH:4]=1.C[Si]([N-][Si](C)(C)C)(C)C.[Li+].F[C:29]1[C:34]([C:35]2[N:40]=[C:39]([CH3:41])[N:38]=[C:37]([N:42]([CH2:52][C:53]3[CH:58]=[CH:57][C:56]([O:59][CH3:60])=[CH:55][CH:54]=3)[CH2:43][C:44]3[CH:49]=[CH:48][C:47]([O:50][CH3:51])=[CH:46][CH:45]=3)[N:36]=2)=[CH:33][CH:32]=[CH:31][N:30]=1>C1COCC1>[CH3:60][O:59][C:56]1[CH:55]=[CH:54][C:53]([CH2:52][N:42]([CH2:43][C:44]2[CH:45]=[CH:46][C:47]([O:50][CH3:51])=[CH:48][CH:49]=2)[C:37]2[N:36]=[C:35]([C:34]3[C:29]([NH:15][C:13]4[CH:12]=[CH:11][N:10]=[C:9]([O:8][CH2:7][C:6]5[CH:5]=[CH:4][C:3]([O:2][CH3:1])=[CH:17][CH:16]=5)[CH:14]=4)=[N:30][CH:31]=[CH:32][CH:33]=3)[N:40]=[C:39]([CH3:41])[N:38]=2)=[CH:58][CH:57]=1 |f:1.2|. Reported procedure: A solution of 2-(4-methoxybenzyloxy)pyridin-4-amine (0.500 g, 2.171 mmol) in THF (10 mL) was cooled to 0° C. under N2. Lithium bis(trimethylsilyl)amide, 1.0 M solution in tetrahydrofuran (Aldrich) (6.51 mL, 6.51 mmol) was added dropwise and the mixture was stirred at 0° C. for 30 min. 4-(2-Fluoropyridin-3-yl)-N,N-bis(4-methoxybenzyl)-6-methyl-1,3,5-triazin-2-amine (1.161 g, 2.61 mmol) was added to this reaction mixture. After the addition, the resulting mixture was stirred at 0° C. for 10 min an... Reactants: solution, C[Mg]Br (methyl magnesium bromide), C(C)OCC (diethyl ether), CC(=O)OI1(C=2C=CC=CC2C(=O)O1)(OC(=O)C)OC(=O)C (Dess-Martin reagent), C(C)N1C(C(OC2=C1C=C(C(=C2)C)C=2C=C(C=O)C=CC2OC(F)(F)F)(C)C)=O (3-(4-Ethyl-2,2,7-trimethyl-3-oxo-3,4-dihydro-2H-benzo[1,4]oxazin-6-yl)-4-trifluoromethoxy-benzaldehyde). Run in C1CCOC1 (THF). Conditions: time 8 hour. Yields the product C(C)(=O)C=1C=CC(=C(C1)C=1C(=CC2=C(N(C(C(O2)(C)C)=O)CC)C1)C)OC(F)(F)F (6-(5-Acetyl-2-trifluoromethoxy-phenyl)-4-ethyl-2,2,7-trimethyl-4H-benzo[1,4]oxazin-3-one). Yield: 46.0%. RXN SMILES: [CH2:1]([N:3]1[C:8]2[CH:9]=[C:10]([C:14]3[CH:15]=[C:16]([CH:19]=[CH:20][C:21]=3[O:22][C:23]([F:26])([F:25])[F:24])[CH:17]=[O:18])[C:11]([CH3:13])=[CH:12][C:7]=2[O:6][C:5]([CH3:28])([CH3:27])[C:4]1=[O:29])[CH3:2].[CH3:30][Mg]Br.C(OCC)C.CC(OI1(OC(C)=O)(OC(C)=O)OC(=O)C2C=CC=CC1=2)=O>C1COCC1>[C:17]([C:16]1[CH:19]=[CH:20][C:21]([O:22][C:23]([F:25])([F:24])[F:26])=[C:14]([C:10]2[C:11]([CH3:13])=[CH:12][C:7]3[O:6][C:5]([CH3:28])([CH3:27])[C:4](=[O:29])[N:3]([CH2:1][CH3:2])[C:8]=3[CH:9]=2)[CH:15]=1)(=[O:18])[CH3:30]. Procedure: A solution of Compound 1D (200 mg, 0.49 mmol) in dry 3 mL of dry THF is cooled to −78° C. and treated with a 3M solution of methyl magnesium bromide in diethyl ether (0.17 mL, 0.54 mmol). The reaction was allowed to warm to room temperature, the reaction turned blue when it was complete. The mixture was quenched with 5 mL of a saturated aqueous solution of NH4Cl and passed through a SPE. The crude product was eluted with EtOAc. After removing excess solvent the crude alcohol was then dissolved i... Reactants: C(=O)(N1C=NC=C1)N1C=NC=C1 (carbonyldiimidazole), CS(=O)(=O)N (methanesulfonamide), C1CCC2=NCCCN2CC1 (1,8-diazabicyclo[5.4.0]-7-undecene), C(C)(C)(C)OC(=O)N1C(CN(CC1)S(=O)(=O)C=1NC2=CC=C(C=C2C1)Cl)CC(=O)O (1-tert-butoxycarbonyl-2-carboxymethyl-4-[(5-chloroindol-2-yl)sulfonyl]piperazine). Run in O1CCCC1 (tetrahydrofuran). Conditions: time 1 hour. Product: C(C)(C)(C)OC(=O)N1C(CN(CC1)S(=O)(=O)C=1NC2=CC=C(C=C2C1)Cl)CC(NS(=O)(=O)C)=O (1-tert-Butoxycarbonyl-4-[(5-chloroindol-2-yl)sulfonyl]-2-[(N-methylsulfonylcarbamoyl)methyl]piperazine). Reaction SMILES: [C:1]([O:5][C:6]([N:8]1[CH2:13][CH2:12][N:11]([S:14]([C:17]2[NH:18][C:19]3[C:24]([CH:25]=2)=[CH:23][C:22]([Cl:26])=[CH:21][CH:20]=3)(=[O:16])=[O:15])[CH2:10][CH:9]1[CH2:27][C:28](O)=[O:29])=[O:7])([CH3:4])([CH3:3])[CH3:2].C(N1C=CN=C1)(N1C=CN=C1)=O.[CH3:43][S:44]([NH2:47])(=[O:46])=[O:45].C1CCN2C(=NCCC2)CC1>O1CCCC1>[C:1]([O:5][C:6]([N:8]1[CH2:13][CH2:12][N:11]([S:14]([C:17]2[NH:18][C:19]3[C:24]([CH:25]=2)=[CH:23][C:22]([Cl:26])=[CH:21][CH:20]=3)(=[O:15])=[O:16])[CH2:10][CH:9]1[CH2:27][C:28](=[O:29])[NH:47][S:44]([CH3:43])(=[O:46])=[O:45])=[O:7])([CH3:3])([CH3:2])[CH3:4]. Procedure details: In tetrahydrofuran (10 ml) was dissolved 1-tert-butoxycarbonyl-2-carboxymethyl-4-[(5-chloroindol-2-yl)sulfonyl]piperazine (1.00 g), followed by the addition of carbonyldiimidazole (1.06 g). The resulting mixture was heated overnight under reflux. After cooling to room temperature, methanesulfonamide (415 mg) and 1,8-diazabicyclo[5.4.0]-7-undecene (0.64 ml) were added, followed by stirring at room temperature for 1 hour. The reaction mixture was concentrated under reduced pressure. Dichloromethan... The reactants are [H-].[Na+] (sodium hydride), COCCCCN1C(=NC2=C1C=CC=C2)C(=O)N[C@@H]2CN(C[C@@H](C2)C(=O)N2CCOCC2)C(=O)OC(C)(C)C (tert-Butyl (3S,5R)-3-({[1-(4-methoxybutyl)-1H-benzimidazol-2-yl]carbonyl}amino)-5-(morpholin-4-ylcarbonyl)piperidine-1-carboxylate), CI (Methyl iodide). Run in C([O-])(O)=O.[Na+] (sodium bicarbonate), CN(C)C=O (DMF). Run at time 1 hour. The product is COCCCCN1C(=NC2=C1C=CC=C2)C(=O)N([C@@H]2CN(C[C@@H](C2)C(=O)N2CCOCC2)C(=O)OC(C)(C)C)C (tert-butyl (3S,5R)-3-[{[1-(4-methoxybutyl)-1H-benzimidazol-2-yl]carbonyl}(methyl)amino]-5-(morpholin-4-ylcarbonyl)piperidine-1-carboxylate). Reaction SMILES: [CH3:1][O:2][CH2:3][CH2:4][CH2:5][CH2:6][N:7]1[C:11]2[CH:12]=[CH:13][CH:14]=[CH:15][C:10]=2[N:9]=[C:8]1[C:16]([NH:18][C@H:19]1[CH2:24][C@@H:23]([C:25]([N:27]2[CH2:32][CH2:31][O:30][CH2:29][CH2:28]2)=[O:26])[CH2:22][N:21]([C:33]([O:35][C:36]([CH3:39])([CH3:38])[CH3:37])=[O:34])[CH2:20]1)=[O:17].[H-].[Na+].[CH3:42]I>CN(C=O)C.C(=O)(O)[O-].[Na+]>[CH3:1][O:2][CH2:3][CH2:4][CH2:5][CH2:6][N:7]1[C:11]2[CH:12]=[CH:13][CH:14]=[CH:15][C:10]=2[N:9]=[C:8]1[C:16]([N:18]([CH3:42])[C@H:19]1[CH2:24][C@@H:23]([C:25]([N:27]2[CH2:32][CH2:31][O:30][CH2:29][CH2:28]2)=[O:26])[CH2:22][N:21]([C:33]([O:35][C:36]([CH3:39])([CH3:38])[CH3:37])=[O:34])[CH2:20]1)=[O:17] |f:1.2,5.6|. Reported procedure: tert-Butyl (3S,5R)-3-({[1-(4-methoxybutyl)-1H-benzimidazol-2-yl]carbonyl}amino)-5-(morpholin-4-ylcarbonyl)piperidine-1-carboxylate (290 mg) was dissolved in DMF (5 ml), sodium hydride (60% in oil) (880 mg) was added, and the mixture was stirred at room temperature for 1 hr. Methyl iodide (98 μl) was added and the mixture was stirred at room temperature for 3 days. The reaction mixture was diluted with aqueous sodium bicarbonate, and the mixture was extracted with ethyl acetate. The extract was w...